From a dataset of the Open Reaction Database (ORD), a public repository of structured organic reaction records. describe an organic reaction: reactants, conditions, products, and yield The reactants are Brc1cccc2cnccc12, NN=C(c1ccccc1)c1ccccc1, CC(=O)[O-], CC(=O)[O-], CC(C)(C)[O-], Cc1ccccc1, [Na+], [Pd+2], c1ccc(P(c2ccccc2)c2ccc3ccccc3c2-c2c(P(c3ccccc3)c3ccccc3)ccc3ccccc23)cc1. The product is c1ccc(C(=NNc2cccc3cnccc23)c2ccccc2)cc1. Reaction SMILES: [Br:1][c:2]1[c:3]2[cH:4][cH:5][n:6][cH:7][c:8]2[cH:9][cH:10][cH:11]1.[C:12]([c:13]1[cH:14][cH:15][cH:16][cH:17][cH:18]1)([c:19]1[cH:20][cH:21][cH:22][cH:23][cH:24]1)=[N:25][NH2:26].[C:79]([O-:80])(=[O:81])[CH3:82].[C:84]([O-:85])(=[O:86])[CH3:87].[CH3:73][C:74]([CH3:75])([O-:76])[CH3:77].[CH3:88][c:89]1[cH:90][cH:91][cH:92][cH:93][cH:94]1.[Na+:78].[Pd+2:83].[cH:27]1[cH:28][cH:29][c:30]([P:31]([c:32]2[cH:33][cH:34][c:35]3[c:36]([cH:37][cH:38][cH:39][cH:40]3)[c:41]2-[c:42]2[c:43]3[c:44]([cH:45][cH:46][cH:47][cH:48]3)[cH:49][cH:50][c:51]2[P:52]([c:53]2[cH:54][cH:55][cH:56][cH:57][cH:58]2)[c:59]2[cH:60][cH:61][cH:62][cH:63][cH:64]2)[c:65]2[cH:66][cH:67][cH:68][cH:69][cH:70]2)[cH:71][cH:72]1>>[c:2]1([NH:26][N:25]=[C:12]([c:13]2[cH:14][cH:15][cH:16][cH:17][cH:18]2)[c:19]2[cH:20][cH:21][cH:22][cH:23][cH:24]2)[c:3]2[cH:4][cH:5][n:6][cH:7][c:8]2[cH:9][cH:10][cH:11]1. The solvent is C(C)O (ethanol). Yields the product ClC1=C(C=C(C=C1)N1C(NC(=CC1=O)C(F)(F)F)=O)C=C(Cl)C(=O)O (3-[4-Chloro-3-(2-carboxy-2-chloroethenyl)-phenyl]-2,4-dioxo-6-trifluoromethyl-1,2,3,4-tetrahydropyrimidine). Conditions: time 20 hour. As a reaction SMILES: [Cl:1][C:2]1[CH:7]=[CH:6][C:5]([N:8]2[C:13](=[O:14])[CH:12]=[C:11]([C:15]([F:18])([F:17])[F:16])[NH:10][C:9]2=[O:19])=[CH:4][C:3]=1[CH:20]=[C:21]([Cl:27])[C:22]([O:24]CC)=[O:23].[OH-].[Na+]>C(O)C>[Cl:1][C:2]1[CH:7]=[CH:6][C:5]([N:8]2[C:13](=[O:14])[CH:12]=[C:11]([C:15]([F:18])([F:17])[F:16])[NH:10][C:9]2=[O:19])=[CH:4][C:3]=1[CH:20]=[C:21]([C:22]([OH:24])=[O:23])[Cl:27] |f:1.2|. Starting materials: ClC1=C(C=C(C=C1)N1C(NC(=CC1=O)C(F)(F)F)=O)C=C(C(=O)OCC)Cl (3-[4-chloro-3-(2-chloro-2-ethoxycarbonylethenyl)-phenyl]-2,4-dioxo-6-trifluoromethyl-1,2,3,4-tetrahydropyrimidine), [OH-].[Na+] (sodium hydroxide). Reported procedure: 4.4 g of 3-[4-chloro-3-(2-chloro-2-ethoxycarbonylethenyl)-phenyl]-2,4-dioxo-6-trifluoromethyl-1,2,3,4-tetrahydropyrimidine were added to a suspension of 0.8 g of sodium hydroxide in 100 ml of ethanol and stirring was carried out for 20 hours at room temperature. The reaction mixture was evaporated down, the residue was taken up in water and the solution was brought to pH 3 with 10% strength HCl. The precipitate which had separated out was isolated, washed with water and petroleum ether and dried...